describe an organic reaction: reactants, conditions, products, and yield From a dataset of the Open Reaction Database (ORD), a public repository of structured organic reaction records. Solvent: C1CCOC1 (THF). Product: COC(C1=C(C=C(C=C1)NC=1SCCN1)Cl)=O (2-chloro-4-(2-thiazolinylamino)benzoic acid methyl ester). RXN SMILES: [CH3:1][O:2][C:3](=[O:12])[C:4]1[CH:9]=[CH:8][C:7]([NH2:10])=[CH:6][C:5]=1[Cl:11].Cl[CH2:14][CH2:15][N:16]=[C:17]=[S:18]>C1COCC1>[CH3:1][O:2][C:3](=[O:12])[C:4]1[CH:9]=[CH:8][C:7]([NH:10][C:17]2[S:18][CH2:14][CH2:15][N:16]=2)=[CH:6][C:5]=1[Cl:11]. Starting materials: COC(C1=C(C=C(C=C1)N)Cl)=O (4-amino-2-chlorobenzoic acid methyl ester), ClCCN=C=S (2-chloroethylisothiocyanate). Procedure details: A mixture of 4-amino-2-chlorobenzoic acid methyl ester (0.5 g) and 2-chloroethylisothiocyanate (0.26 mL) in THF (20 mL) was refluxed for 24 h. THF was distilled and the residue was purified by column chromatography (silica gel: eluent: hexane/EtOAc 3:1-1:1) to yield 2-chloro-4-(2-thiazolinylamino)benzoic acid methyl ester (74 mg). ESMS: m/z 271 (MH+). The reactants are [N+](=O)(O)[O-] (nitric acid), C(C)C1=CC(=C(C=C1)O)OC (4-ethyl-2-methoxyphenol). The solvent is C(C)(=O)O (acetic acid), ClCCl (dichloromethane). The product is C(C)C1=CC(=C(C(=C1)[N+](=O)[O-])O)OC (4-ethyl-2-methoxy-6-nitrophenol). As a reaction SMILES: [N+:1]([O-:4])(O)=[O:2].[CH2:5]([C:7]1[CH:12]=[CH:11][C:10]([OH:13])=[C:9]([O:14][CH3:15])[CH:8]=1)[CH3:6]>C(O)(=O)C.ClCCl>[CH2:5]([C:7]1[CH:12]=[C:11]([N+:1]([O-:4])=[O:2])[C:10]([OH:13])=[C:9]([O:14][CH3:15])[CH:8]=1)[CH3:6]. Reported procedure: A solution of fuming nitric acid (12.1 ml; s.g. 1.5) in glacial acetic acid (120 ml) was added in one portion to a stirred solution of 4-ethyl-2-methoxyphenol (41.7 g) in dry dichloromethane (800 ml). After 1 minute the solution was washed with water (3×300 ml), and the organic layer was dried over anhydrous sodium sulphate and evaporated in vacuo to give an orange crystalline residue. This was recrystallised from a mixture of methanol and water to give 4-ethyl-2-methoxy-6-nitrophenol (31.3 g), ... The reactants are [OH-].[Na+] (sodium hydroxide), formamidinosulfinic acid, CC1(OC2=C(N(C1)N=O)C=C(C=C2)[N+](=O)[O-])C (3,4-dihydro-2,2-dimethyl-6-nitro-4-nitroso-2H-1,4-benzoxazine). The solvent is O (water), CO (methanol). Reaction conditions: time 8 hour. Yields the product NN1CC(OC2=C1C=C(C=C2)[N+](=O)[O-])(C)C (4-amino-3,4-dihydro-2,2-dimethyl-6-nitro-2H-1,4-benzoxazine). Isolated yield 18.6%. RXN SMILES: [CH3:1][C:2]1([CH3:17])[CH2:7][N:6]([N:8]=O)[C:5]2[CH:10]=[C:11]([N+:14]([O-:16])=[O:15])[CH:12]=[CH:13][C:4]=2[O:3]1.[OH-].[Na+]>CO.O>[NH2:8][N:6]1[C:5]2[CH:10]=[C:11]([N+:14]([O-:16])=[O:15])[CH:12]=[CH:13][C:4]=2[O:3][C:2]([CH3:17])([CH3:1])[CH2:7]1 |f:1.2|. Procedure details: In 69 ml of methanol was dissolved 2.29 g of 3,4-dihydro-2,2-dimethyl-6-nitro-4-nitroso-2H-1,4-benzoxazine and the solution was cooled on an ice bath. After addition of a solution of 1.16 g of sodium hydroxide in 8.1 ml of water to the above solution, 3.13 g of formamidinosulfinic acid was gradually added. The mixture was stirred at room temperature overnight and, then, concentrated. The concentrate was subjected to column chromatography (eluent: hexane;ethyl acetate=9:1) to give 0.4 g of 4-amin... Reactants: C(C)OC(=O)C=1NC2=CC=CC=C2C1 (1H-indole-2-carboxylic acid ethyl ester), BrCC=1C2=C(SC1)C=CC(=C2)F (3-bromomethyl-5-fluoro-benzo[b]thiophene). The product is FC1=CC2=C(SC=C2CN2C(=CC3=CC=CC=C23)C(=O)O)C=C1 (1-(5-Fluoro-benzo[b]thiophen-3-ylmethyl)-1H-indole-2-carboxylic acid). As a reaction SMILES: C([O:3][C:4]([C:6]1[NH:7][C:8]2[C:13]([CH:14]=1)=[CH:12][CH:11]=[CH:10][CH:9]=2)=[O:5])C.Br[CH2:16][C:17]1[C:18]2[CH:25]=[C:24]([F:26])[CH:23]=[CH:22][C:19]=2[S:20][CH:21]=1>>[F:26][C:24]1[CH:23]=[CH:22][C:19]2[S:20][CH:21]=[C:17]([CH2:16][N:7]3[C:8]4[C:13](=[CH:12][CH:11]=[CH:10][CH:9]=4)[CH:14]=[C:6]3[C:4]([OH:3])=[O:5])[C:18]=2[CH:25]=1. Reported procedure: Using general procedure B, 1H-indole-2-carboxylic acid ethyl ester was coupled with 3-bromomethyl-5-fluoro-benzo[b]thiophene (Lit. 18) and the product obtained was hydrolyzed to give the title compound as pale yellow solid. MS: 324.0 ([M−H]−). The reactants are C1(=CC=CC=C1)O (phenol), CC(C)(C)[O-].[K+] (KOtBu), solution, C(=O)(O)[O-].[Na+] (NaHCO3), ClC1=NC(=NC(=C1CN([C@H]1CCCC2=CC=CC=C12)C)C)C1=C(C=CC=C1CC)CC ([4-chloro-2-(2,6-diethyl-phenyl)-6-methyl-pyrimidin-5-ylmethyl]-methyl-(1S)-(1,2,3,4-tetrahydro-naphthalen-1-yl)-amine). The solvent is CC(=O)N(C)C (DMA), CC(=O)N(C)C (DMA), CCOC(=O)C (EtOAc), CC(C)(C)O (tBuOH), CC(=O)N(C)C (DMA). Run at temperature 70 celsius, time 16 hour. The product is C(C)C1=C(C(=CC=C1)CC)C1=NC(=C(C(=N1)C)CN([C@H]1CCCC2=CC=CC=C12)C)OC1=CC=CC=C1 ((1S)—N-{[2-(2,6-diethylphenyl)-4-methyl-6-phenoxypyrimidin-5-yl]methyl}-N-methyl-1,2,3,4-tetrahydronaphthalen-1-amine). RXN SMILES: Cl[C:2]1[C:7]([CH2:8][N:9]([CH3:20])[C@@H:10]2[C:19]3[C:14](=[CH:15][CH:16]=[CH:17][CH:18]=3)[CH2:13][CH2:12][CH2:11]2)=[C:6]([CH3:21])[N:5]=[C:4]([C:22]2[C:27]([CH2:28][CH3:29])=[CH:26][CH:25]=[CH:24][C:23]=2[CH2:30][CH3:31])[N:3]=1.[C:32]1([OH:38])[CH:37]=[CH:36][CH:35]=[CH:34][CH:33]=1.CC([O-])(C)C.[K+].C([O-])(O)=O.[Na+]>CCOC(C)=O.CC(O)(C)C.CC(N(C)C)=O>[CH2:30]([C:23]1[CH:24]=[CH:25][CH:26]=[C:27]([CH2:28][CH3:29])[C:22]=1[C:4]1[N:5]=[C:6]([CH3:21])[C:7]([CH2:8][N:9]([CH3:20])[C@@H:10]2[C:19]3[C:14](=[CH:15][CH:16]=[CH:17][CH:18]=3)[CH2:13][CH2:12][CH2:11]2)=[C:2]([O:38][C:32]2[CH:37]=[CH:36][CH:35]=[CH:34][CH:33]=2)[N:3]=1)[CH3:31] |f:2.3,4.5|. Reported procedure: To a vial containing [4-chloro-2-(2,6-diethyl-phenyl)-6-methyl-pyrimidin-5-ylmethyl]-methyl-(1S)-(1,2,3,4-tetrahydro-naphthalen-1-yl)-amine 9 (0.1 mL of a 0.2 M DMA solution, 0.02 mmol) is added phenol (0.1 mL of a 0.3 M DMA solution, 0.03 mmol) and KOtBu (0.1 mL of a 0.3 M solution in 7:3 DMA:tBuOH, 0.03 mmol) and allowed to stir at 70° C. for 16 h. EtOAc (50 mL) and sat. NaHCO3 (50 mL) are then added and the organic layer is washed with water.(100 mL), brine (100 mL) and dried over Na2SO4. The...